From a dataset of the Open Reaction Database (ORD), a public repository of structured organic reaction records. describe an organic reaction: reactants, conditions, products, and yield The reactants are C1COCCN1, CSc1ccc(C=O)cc1Cl, N#C[K], C1CCOC1, O, O, Cc1ccc(S(=O)(=O)O)cc1. The product is CSc1ccc(C(C#N)N2CCOCC2)cc1Cl. RXN SMILES: [CH2:12]1[CH2:13][O:14][CH2:15][CH2:16][NH:17]1.[Cl:1][c:2]1[cH:3][c:4]([CH:5]=[O:6])[cH:7][cH:8][c:9]1[S:10][CH3:11].[K:30][C:31]#[N:32].[O:33]1[CH2:34][CH2:35][CH2:36][CH2:37]1.[OH2:18].[OH2:38].[c:19]1([CH3:20])[cH:21][cH:22][c:23]([S:24]([OH:25])(=[O:26])=[O:27])[cH:28][cH:29]1>>[Cl:1][c:2]1[cH:3][c:4]([CH:5]([N:17]2[CH2:12][CH2:13][O:14][CH2:15][CH2:16]2)[C:31]#[N:32])[cH:7][cH:8][c:9]1[S:10][CH3:11]. Starting materials: COc1cc(N2CCC(CCS(C)(=O)=O)CC2)c(C)cc1[N+](=O)[O-], CCOC(C)=O, CO. Yields the product COc1cc(N2CCC(CCS(C)(=O)=O)CC2)c(C)cc1N. As a reaction SMILES: [CH3:1][c:2]1[c:3]([N:13]2[CH2:14][CH2:15][CH:16]([CH2:19][CH2:20][S:21](=[O:22])(=[O:23])[CH3:24])[CH2:17][CH2:18]2)[cH:4][c:5]([O:11][CH3:12])[c:6]([N+:8]([O-:9])=[O:10])[cH:7]1.[CH3:25][CH2:26][O:27][C:28]([CH3:29])=[O:30].[CH3:31][OH:32]>>[CH3:1][c:2]1[c:3]([N:13]2[CH2:14][CH2:15][CH:16]([CH2:19][CH2:20][S:21](=[O:22])(=[O:23])[CH3:24])[CH2:17][CH2:18]2)[cH:4][c:5]([O:11][CH3:12])[c:6]([NH2:8])[cH:7]1. Starting materials: ClCCCS(=O)(=O)NC1=C(C(=C(C=C1)F)F)NC1=C(C=C(C=C1)I)F (3-chloro-N-(3,4-difluoro-2-(2-fluoro-4-iodophenylamino)phenyl)-propane-1-sulfonamide), [OH-].[K+] (KOH). Run in O1CCOCC1 (1,4-dioxane), O (H2O). Product: FC=1C(=C(C=CC1F)NS(=O)(=O)CCCO)NC1=C(C=C(C=C1)I)F (N-(3,4-difluoro-2-(2-fluoro-4-iodophenylamino)phenyl)-3-hydroxypropane-1-sulfonamide). RXN SMILES: Cl[CH2:2][CH2:3][CH2:4][S:5]([NH:8][C:9]1[CH:14]=[CH:13][C:12]([F:15])=[C:11]([F:16])[C:10]=1[NH:17][C:18]1[CH:23]=[CH:22][C:21]([I:24])=[CH:20][C:19]=1[F:25])(=[O:7])=[O:6].[OH-:26].[K+]>O1CCOCC1.O>[F:16][C:11]1[C:10]([NH:17][C:18]2[CH:23]=[CH:22][C:21]([I:24])=[CH:20][C:19]=2[F:25])=[C:9]([NH:8][S:5]([CH2:4][CH2:3][CH2:2][OH:26])(=[O:7])=[O:6])[CH:14]=[CH:13][C:12]=1[F:15] |f:1.2|. Procedure: To a solution of 3-chloro-N-(3,4-difluoro-2-(2-fluoro-4-iodophenylamino)phenyl)-propane-1-sulfonamide (69.4 mg, 0.138 mmol) in a mixture of 8 ml 1,4-dioxane and 2 ml H2O was added KOH powder (0.674 g, 12.0 mmol) and the mixture was heated to the reflux temperature for 3 days. It was extracted using EtOAc/brine, the organic fraction was dried with Na2SO4 and the volatiles were removed. The residue was purified using flash-column chromatography (Si, DCM/MeOH 5:1, Rf=0.3). Yield: 41 mg (62%). 1H-NM...